Task: describe an organic reaction: reactants, conditions, products, and yield. Dataset: the Open Reaction Database (ORD), a public repository of structured organic reaction records Reactants: CC(=O)OC1CSC(Oc2ccc(Br)nc2)C(OC(C)=O)C1OC(C)=O, Cc1ccc(B(O)O)o1. The product is CC(=O)OC1CSC(Oc2ccc(-c3ccc(C)o3)nc2)C(OC(C)=O)C1OC(C)=O. As a reaction SMILES: [C:1]([CH3:2])(=[O:3])[O:4][CH:5]1[CH:6]([O:7][c:8]2[cH:9][n:10][c:11]([Br:14])[cH:12][cH:13]2)[S:15][CH2:16][CH:17]([O:23][C:24]([CH3:25])=[O:26])[CH:18]1[O:19][C:20]([CH3:21])=[O:22].[CH3:27][c:28]1[cH:29][cH:30][c:31]([B:33]([OH:34])[OH:35])[o:32]1>>[C:1]([CH3:2])(=[O:3])[O:4][CH:5]1[CH:6]([O:7][c:8]2[cH:9][n:10][c:11](-[c:31]3[cH:30][cH:29][c:28]([CH3:27])[o:32]3)[cH:12][cH:13]2)[S:15][CH2:16][CH:17]([O:23][C:24]([CH3:25])=[O:26])[CH:18]1[O:19][C:20]([CH3:21])=[O:22]. Reactants: CCOC(C)=O, Clc1cncc(Cl)n1, O=C1CCc2cccc(O)c21. Yields the product O=C1CCc2cccc(Oc3cncc(Cl)n3)c21. Reaction SMILES: [CH3:20][CH2:21][O:22][C:23]([CH3:24])=[O:25].[Cl:1][c:2]1[n:3][c:4]([Cl:8])[cH:5][n:6][cH:7]1.[OH:9][c:10]1[cH:11][cH:12][cH:13][c:14]2[c:18]1[C:17](=[O:19])[CH2:16][CH2:15]2>>[c:2]1([O:9][c:10]2[cH:11][cH:12][cH:13][c:14]3[c:18]2[C:17](=[O:19])[CH2:16][CH2:15]3)[n:3][c:4]([Cl:8])[cH:5][n:6][cH:7]1.